This data is from the Open Reaction Database (ORD), a public repository of structured organic reaction records. The task is: describe an organic reaction: reactants, conditions, products, and yield Reactants: ClCC1=NOC(=C1)C1=CC=CC=C1 (3-Chloromethyl-5-phenylisoxazole), C(C)OP(OCC)OCC (triethylphosphite). Product: C(C)OP(=O)(OCC)CC1=NOC(=C1)C1=CC=CC=C1 (3-Diethylphosphonomethyl-5-phenylisoxazole). Isolated yield 62.7%. RXN SMILES: Cl[CH2:2][C:3]1[CH:7]=[C:6]([C:8]2[CH:13]=[CH:12][CH:11]=[CH:10][CH:9]=2)[O:5][N:4]=1.[CH2:14]([O:16][P:17]([O:21]CC)[O:18][CH2:19][CH3:20])[CH3:15]>>[CH2:14]([O:16][P:17]([CH2:2][C:3]1[CH:7]=[C:6]([C:8]2[CH:13]=[CH:12][CH:11]=[CH:10][CH:9]=2)[O:5][N:4]=1)([O:18][CH2:19][CH3:20])=[O:21])[CH3:15]. Procedure details: 3-Chloromethyl-5-phenylisoxazole (2.07 g, 10 mmol) and triethylphosphite (1.72 ml, 10 mmol) were heated at reflux for 2 h then the mixture distilled under reduced pressure to yield the title compound (1.85 g, 6.27 mmol, 63%); b.p. 192° at 0.5 mm Hg; νmax (film) 2980, 2900, 1610, 1590, 1570, 1500, 1450, 1420, 1390, 1250, 1160, 1060-1010, 970, 760, 690 cm-1 ; δH (CDCl3) 1.30 (3H, t, J 7 Hz, OCH2CH3), 3.30 (2H, d, J 21 Hz, CH2 --P), 4.20 (2H, m, OCH2CH3), 6.60 (1H, s, CH-het), 7.2-7.9 (5H, m, Ph). The reactants are C1(=CC=CC=C1)C=1C(OC(OC1C)(C)C)=O (5-phenyl-2,2,6-trimethyl-2h,4h-1,3-dioxin-4-one), C=NC(C(C)(C)C)(C)C (N-methylene-1,1,2,2-tetramethylpropylamine). The solvent is C=1(C(=CC=CC1)C)C (xylene). Yields the product CC1=C(C(N(CO1)C(C(C)(C)C)(C)C)=O)C1=CC=CC=C1 (6-methyl-5-phenyl-3-(1,1,2,2-tetramethylpropyl)-2,3-dihydro-4H-1,3-oxazin-4-one). Yield: 46.7%. Reaction SMILES: [C:1]1([C:7]2[C:8](=[O:16])O[C:10](C)(C)[O:11][C:12]=2[CH3:13])[CH:6]=[CH:5][CH:4]=[CH:3][CH:2]=1.C=[N:18][C:19]([CH3:25])([CH3:24])[C:20]([CH3:23])([CH3:22])[CH3:21]>C1(C)C(C)=CC=CC=1>[CH3:13][C:12]1[O:11][CH2:10][N:18]([C:19]([CH3:25])([CH3:24])[C:20]([CH3:23])([CH3:22])[CH3:21])[C:8](=[O:16])[C:7]=1[C:1]1[CH:2]=[CH:3][CH:4]=[CH:5][CH:6]=1. Reported procedure: A mixture of 5-phenyl-2,2,6-trimethyl-2h,4h-1,3-dioxin-4-one (0.65 g), N-methylene-1,1,2,2-tetramethylpropylamine (0.54 g) and xylene (2 ml) was heated at reflux for 30 minutes for reaction. The reaction mixture was purified by silica gel chromatography to obtain the captioned compound (0.40 g). The reactants are CO, O=C(NCCCl)Nc1ccncc1, [H-], [Na+], C1CCOC1, CN(C)C=O. Yields the product O=C1NCCN1c1ccncc1. Reaction SMILES: [CH3:26][OH:27].[Cl:3][CH2:4][CH2:5][NH:6][C:7](=[O:8])[NH:9][c:10]1[cH:11][cH:12][n:13][cH:14][cH:15]1.[H-:1].[Na+:2].[O:16]1[CH2:17][CH2:18][CH2:19][CH2:20]1.[O:21]=[CH:22][N:23]([CH3:24])[CH3:25]>>[CH2:4]1[CH2:5][NH:6][C:7](=[O:8])[N:9]1[c:10]1[cH:11][cH:12][n:13][cH:14][cH:15]1. Starting materials: O=C(n1ccnc1)n1ccnc1, O=C(O)c1ccncc1Nc1ccc(I)cc1F, NNC(N)=S, O. The product is NC(=S)NNC(=O)c1ccncc1Nc1ccc(I)cc1F. RXN SMILES: [C:19]([n:20]1[cH:21][cH:22][n:23][cH:24]1)([n:25]1[cH:26][cH:27][n:28][cH:29]1)=[O:30].[F:1][c:2]1[c:3]([NH:9][c:10]2[c:11]([C:12](=[O:13])[OH:14])[cH:15][cH:16][n:17][cH:18]2)[cH:4][cH:5][c:6]([I:8])[cH:7]1.[NH2:31][NH:32][C:33](=[S:34])[NH2:35].[OH2:36]>>[F:1][c:2]1[c:3]([NH:9][c:10]2[c:11]([C:12](=[O:14])[NH:31][NH:32][C:33](=[S:34])[NH2:35])[cH:15][cH:16][n:17][cH:18]2)[cH:4][cH:5][c:6]([I:8])[cH:7]1. Yields the product NC=1OCC[C@]2(N1)C1=CC(=CC=C1OC1=NC=C(C=C12)Br)NC(C1=C(C=C(C=C1)Cl)F)=O ((S)—N-(2′-amino-3-bromo-5′,6′-dihydrospiro[chromeno[2,3-b]pyridine-5,4′-[1,3]oxazin]-7-yl)-4-chloro-2-fluorobenzamide). Solvent: CCOC(=O)C (EtOAc), CO (MeOH). The yield is 19.6%. Procedure details: The (S)-3-bromo-5′,6′-dihydrospiro[chromeno[2,3-b]pyridine-5,4′-[1,3]oxazine]-2′,7-diamine (0.035 g, 0.097 mmol) was dissolved in MeOH (2 mL) and 4-chloro-2-fluorobenzoic acid (0.019 g, 0.107 mmol) and 4-(4,6-dimethoxy-1,3,5-triazin-2-yl)-4-methylmorpholin-4-ium chloride hydrate (0.031 g, 0.107 mmol) were added, followed by N-ethyl-N-isopropylpropan-2-amine (0.019 mL, 0.107 mmol). After 35 min, additional 4-chloro-2-fluorobenzoic acid (0.0095 g, 0.053 mmol) and additional 4-(4,6-dimethoxy-1,3,5-... Reactants: ClC1=CC(=C(C(=O)O)C=C1)F (4-chloro-2-fluorobenzoic acid), O.[Cl-].COC1=NC(=NC(=N1)OC)[N+]1(CCOCC1)C (4-(4,6-dimethoxy-1,3,5-triazin-2-yl)-4-methylmorpholin-4-ium chloride hydrate), C(C)N(C(C)C)C(C)C (N-ethyl-N-isopropylpropan-2-amine), ClC1=CC(=C(C(=O)O)C=C1)F (4-chloro-2-fluorobenzoic acid), O.[Cl-].COC1=NC(=NC(=N1)OC)[N+]1(CCOCC1)C (4-(4,6-dimethoxy-1,3,5-triazin-2-yl)-4-methylmorpholin-4-ium chloride hydrate), BrC=1C=C2C(=NC1)OC1=CC=C(C=C1[C@]21N=C(OCC1)N)N ((S)-3-bromo-5′,6′-dihydrospiro[chromeno[2,3-b]pyridine-5,4′-[1,3]oxazine]-2′,7-diamine). Reaction SMILES: [Br:1][C:2]1[CH:3]=[C:4]2[C@:15]3([CH2:20][CH2:19][O:18][C:17]([NH2:21])=[N:16]3)[C:14]3[C:9](=[CH:10][CH:11]=[C:12]([NH2:22])[CH:13]=3)[O:8][C:5]2=[N:6][CH:7]=1.[Cl:23][C:24]1[CH:32]=[CH:31][C:27]([C:28](O)=[O:29])=[C:26]([F:33])[CH:25]=1.O.[Cl-].COC1N=C(OC)N=C([N+]2(C)CCOCC2)N=1.C(N(C(C)C)C(C)C)C>CO.CCOC(C)=O>[NH2:21][C:17]1[O:18][CH2:19][CH2:20][C@:15]2([C:4]3[C:5](=[N:6][CH:7]=[C:2]([Br:1])[CH:3]=3)[O:8][C:9]3[C:14]2=[CH:13][C:12]([NH:22][C:28](=[O:29])[C:27]2[CH:31]=[CH:32][C:24]([Cl:23])=[CH:25][C:26]=2[F:33])=[CH:11][CH:10]=3)[N:16]=1 |f:2.3.4|. Reaction conditions: time 35 minute. Starting materials: BrC1=C(C=CC=C1)CC(=O)O (2-bromophenylacetic acid), ClC1=C(N)C=CC=C1Cl (2,3-dichloroaniline). Yields the product ClC1=C(C=CC=C1Cl)NC1=C(C=CC=C1)CC(=O)O (2-[(2,3-dichlorophenyl)amino]phenylacetic acid). Reaction SMILES: Br[C:2]1[CH:7]=[CH:6][CH:5]=[CH:4][C:3]=1[CH2:8][C:9]([OH:11])=[O:10].[Cl:12][C:13]1[C:19]([Cl:20])=[CH:18][CH:17]=[CH:16][C:14]=1[NH2:15]>>[Cl:12][C:13]1[C:19]([Cl:20])=[CH:18][CH:17]=[CH:16][C:14]=1[NH:15][C:2]1[CH:7]=[CH:6][CH:5]=[CH:4][C:3]=1[CH2:8][C:9]([OH:11])=[O:10]. Procedure details: In the manner described in example 3, 2-bromophenylacetic acid was condensed with 2,3-dichloroaniline to yield 2-[(2,3-dichlorophenyl)amino]phenylacetic acid.